From a dataset of the Open Reaction Database (ORD), a public repository of structured organic reaction records. describe an organic reaction: reactants, conditions, products, and yield Starting materials: Nc1ncccc1Br, COCCOC, OB(O)c1ccc(-c2ccccc2)c(F)c1, [Na+], [Na+], O=C([O-])[O-], O, c1ccc(P(c2ccccc2)(c2ccccc2)[Pd](P(c2ccccc2)(c2ccccc2)c2ccccc2)(P(c2ccccc2)(c2ccccc2)c2ccccc2)P(c2ccccc2)(c2ccccc2)c2ccccc2)cc1. The product is Nc1ncccc1-c1ccc(-c2ccccc2)c(F)c1. As a reaction SMILES: [Br:1][c:2]1[c:3]([NH2:8])[n:4][cH:5][cH:6][cH:7]1.[CH3:32][O:33][CH2:34][CH2:35][O:36][CH3:37].[F:9][c:10]1[c:11](-[c:19]2[cH:20][cH:21][cH:22][cH:23][cH:24]2)[cH:12][cH:13][c:14]([B:16]([OH:17])[OH:18])[cH:15]1.[Na+:25].[Na+:26].[O-:27][C:28](=[O:29])[O-:30].[OH2:31].[cH:38]1[cH:39][cH:40][c:41]([P:42]([Pd:43]([P:44]([c:45]2[cH:46][cH:47][cH:48][cH:49][cH:50]2)([c:51]2[cH:52][cH:53][cH:54][cH:55][cH:56]2)[c:57]2[cH:58][cH:59][cH:60][cH:61][cH:62]2)([P:63]([c:64]2[cH:65][cH:66][cH:67][cH:68][cH:69]2)([c:70]2[cH:71][cH:72][cH:73][cH:74][cH:75]2)[c:76]2[cH:77][cH:78][cH:79][cH:80][cH:81]2)[P:82]([c:83]2[cH:84][cH:85][cH:86][cH:87][cH:88]2)([c:89]2[cH:90][cH:91][cH:92][cH:93][cH:94]2)[c:95]2[cH:96][cH:97][cH:98][cH:99][cH:100]2)([c:101]2[cH:102][cH:103][cH:104][cH:105][cH:106]2)[c:107]2[cH:108][cH:109][cH:110][cH:111][cH:112]2)[cH:113][cH:114]1>>[c:2]1(-[c:14]2[cH:13][cH:12][c:11](-[c:19]3[cH:20][cH:21][cH:22][cH:23][cH:24]3)[c:10]([F:9])[cH:15]2)[c:3]([NH2:8])[n:4][cH:5][cH:6][cH:7]1. The product is CC(C)(C)[SiH2]OC(C)(C)C1CC(O)(C#C[Si](C)(C)C)CCO1. The reactants are CC(C)(C)[SiH2]OC(C)(C)C1CC(=O)CCO1, C1CCOC1, C#C[Si](C)(C)C, [Li]CCCC. Reaction SMILES: [C:12]([CH3:13])([CH3:14])([CH3:15])[SiH2:16][O:17][C:18]([CH:19]1[O:20][CH2:21][CH2:22][C:23](=[O:25])[CH2:24]1)([CH3:26])[CH3:27].[CH2:28]1[O:29][CH2:30][CH2:31][CH2:32]1.[CH3:1][Si:2]([CH3:3])([CH3:4])[C:5]#[CH:6].[CH3:7][CH2:8][CH2:9][CH2:10][Li:11]>>[CH3:1][Si:2]([CH3:3])([CH3:4])[C:5]#[C:6][C:23]1([OH:25])[CH2:22][CH2:21][O:20][CH:19]([C:18]([O:17][SiH2:16][C:12]([CH3:13])([CH3:14])[CH3:15])([CH3:26])[CH3:27])[CH2:24]1.